Dataset: the Open Reaction Database (ORD), a public repository of structured organic reaction records. Task: describe an organic reaction: reactants, conditions, products, and yield Reactants: COC(=O)C#CC(=O)OC (dimethylacetylenedicarboxylate), ON(C)C(C1N(C2=CC=CC=C2C1)C(=O)OCC1=CC=CC=C1)=N (Benzyl 2-[[hydroxy(methyl)amino](imino)methyl]indoline-1-carboxylate), O(C(=O)C1=CC=CC=C1)C(=O)C1=CC=CC=C1 ((PhCO)2O). Run in C(Cl)(Cl)Cl (CHCl3). Run at temperature 160 celsius, time 2 day. Product: C(C1=CC=CC=C1)(=O)OC1=C(N=C(N(C1=O)C)C1N(C2=CC=CC=C2C1)C(=O)OCC1=CC=CC=C1)C(=O)OC (Benzyl 2-[5-(benzoyloxy)-4-(methoxycarbonyl)-1-methyl-6-oxo-1,6-dihydropyrimidin-2-yl]indoline-1-carboxylate). As a reaction SMILES: O[N:2]([C:4](=[NH:24])[CH:5]1[CH2:13][C:12]2[C:7](=[CH:8][CH:9]=[CH:10][CH:11]=2)[N:6]1[C:14]([O:16][CH2:17][C:18]1[CH:23]=[CH:22][CH:21]=[CH:20][CH:19]=1)=[O:15])[CH3:3].CO[C:27]([C:29]#[C:30][C:31]([O:33][CH3:34])=[O:32])=[O:28].[O:35](C(C1C=CC=CC=1)=O)[C:36]([C:38]1[CH:43]=[CH:42][CH:41]=[CH:40][CH:39]=1)=[O:37]>C(Cl)(Cl)Cl>[C:36]([O:37][C:29]1[C:27](=[O:28])[N:2]([CH3:3])[C:4]([CH:5]2[CH2:13][C:12]3[C:7](=[CH:8][CH:9]=[CH:10][CH:11]=3)[N:6]2[C:14]([O:16][CH2:17][C:18]2[CH:23]=[CH:22][CH:21]=[CH:20][CH:19]=2)=[O:15])=[N:24][C:30]=1[C:31]([O:33][CH3:34])=[O:32])(=[O:35])[C:38]1[CH:43]=[CH:42][CH:41]=[CH:40][CH:39]=1. Reported procedure: The product of Step 1 was dissolved in CHCl3 and dimethylacetylenedicarboxylate was added dropwise (1.2 eq.) at room temperature. After 4 h the mixture was evaporated, and the residue was dissolved in xylene and stirred at 160° C. for 2 days. The solvent was then evaporated, and the residue was dissolved in pyridine, after which (PhCO)2O (2 eq.) was added and the reaction mixture was stirred for 2 days. After evaporation, the resulting crude oil was diluted with EtOAc, washed with HCl 1N, dried ... Reactants: C=O, C1CCNCC1, CC(=O)O, CCO, CC(C)c1cccc(C(C)C)c1N. Product: CC(C)c1cc(CN2CCCCC2)cc(C(C)C)c1N. Reaction SMILES: [CH2:14]=[O:15].[CH2:16]1[CH2:17][CH2:18][NH:19][CH2:20][CH2:21]1.[CH3:22][C:23](=[O:24])[OH:25].[CH3:26][CH2:27][OH:28].[CH:1]([CH3:2])([CH3:3])[c:4]1[c:5]([NH2:6])[c:7]([CH:11]([CH3:12])[CH3:13])[cH:8][cH:9][cH:10]1>>[CH:1]([CH3:2])([CH3:3])[c:4]1[c:5]([NH2:6])[c:7]([CH:11]([CH3:12])[CH3:13])[cH:8][c:9]([CH2:22][N:19]2[CH2:18][CH2:17][CH2:16][CH2:21][CH2:20]2)[cH:10]1. Starting materials: C1(=CC=CC=C1)C (toluene), C(C1=CC=CC=C1)N(C1=C(C=CC=C1Cl)Cl)C1=C(C=CC=C1)CC(=O)O (N-benzyl-o-(2,6-dichloroanilino)phenylacetic acid), Pd alumina. Solvent: ClC1=C(C=CC=C1)Cl (o-dichlorobenzene). Reaction conditions: time 1.5 hour. Product: ClC1=C(NC2=C(C=CC=C2)CC(=O)O)C(=CC=C1)Cl (o-(2,6-dichloroanilino)phenylacetic acid). The yield is 91.3%. RXN SMILES: C1(C)C=CC=CC=1.C([N:15]([C:24]1[CH:29]=[CH:28][CH:27]=[CH:26][C:25]=1[CH2:30][C:31]([OH:33])=[O:32])[C:16]1[C:21]([Cl:22])=[CH:20][CH:19]=[CH:18][C:17]=1[Cl:23])C1C=CC=CC=1>ClC1C=CC=CC=1Cl>[Cl:22][C:21]1[CH:20]=[CH:19][CH:18]=[C:17]([Cl:23])[C:16]=1[NH:15][C:24]1[CH:29]=[CH:28][CH:27]=[CH:26][C:25]=1[CH2:30][C:31]([OH:33])=[O:32]. Reported procedure: In an autoclave, 55 ml of toluene, 4 ml of o-dichlorobenzene, 10.0 g of N-benzyl-o-(2,6-dichloroanilino)phenylacetic acid and 2.0 g of 5% Pd-alumina were charged and it was purged with hydrogen gas and hydrogen gas was fed at 70° to 75° C. under a pressure of 10 to 20 cm H2O for 1.5 hours. The reaction mixture at the same temperature was filtered to remove 5% Pd-alumina and catalyst was washed with 35 ml of THF. The filtrate and the washing were combined and THF and toluene were distilled off. T... Reactants: C1CCOC1, CI, CC(C)[N-]C(C)C, [Li+], Cc1ccc(S(=O)(=O)CC2CCC(=O)N2)cc1. Product: Cc1ccc(S(=O)(=O)CC2CCC(=O)N2C)cc1. As a reaction SMILES: [CH2:28]1[O:29][CH2:30][CH2:31][CH2:32]1.[CH3:26][I:27].[CH:18]([N-:19][CH:20]([CH3:21])[CH3:22])([CH3:23])[CH3:24].[Li+:25].[c:1]1([CH3:17])[cH:2][cH:3][c:4]([S:7](=[O:8])(=[O:9])[CH2:10][CH:11]2[CH2:12][CH2:13][C:14](=[O:16])[NH:15]2)[cH:5][cH:6]1>>[c:1]1([CH3:17])[cH:2][cH:3][c:4]([S:7](=[O:8])(=[O:9])[CH2:10][CH:11]2[CH2:12][CH2:13][C:14](=[O:16])[N:15]2[CH3:18])[cH:5][cH:6]1. Reactants: [N+](=O)([O-])C=1C=C(CO)C=C(C1)[N+](=O)[O-] (3,5-dinitrobenzylalcohol), FC(OC1=CC=C(C=C1)/C=C/C(=O)O)(C1=CC=C(C=C1)OCCCC(F)(F)F)F ((2E)-3-(4-{difluoro[4-(4,4,4-trifluorobutoxy)phenyl]methoxy}phenyl)prop-2-enoic acid), Cl.CN(CCCN=C=NCC)C (N-(3-dimethylaminopropyl)-N′-ethylcarbodiimide hydrochloride). Reagents/catalysts: CN(C1=CC=NC=C1)C (4-dimethylaminopyridine). The solvent is ClCCl (dichloromethane). Conditions: temperature 0 celsius, time 1 hour. Yields the product FC(OC1=CC=C(C=C1)/C=C/C(=O)OCC1=CC(=CC(=C1)[N+](=O)[O-])[N+](=O)[O-])(C1=CC=C(C=C1)OCCCC(F)(F)F)F (3,5-dinitrobenzyl (2E)-3-(4-{difluoro[4-(4,4,4-trifluorobutoxy)phenyl]methoxy}phenyl)prop-2-enoate). The yield is 98.0%. Reaction SMILES: [N+:1]([C:4]1[CH:5]=[C:6]([CH:9]=[C:10]([N+:12]([O-:14])=[O:13])[CH:11]=1)[CH2:7][OH:8])([O-:3])=[O:2].[F:15][C:16]([F:43])([C:29]1[CH:34]=[CH:33][C:32]([O:35][CH2:36][CH2:37][CH2:38][C:39]([F:42])([F:41])[F:40])=[CH:31][CH:30]=1)[O:17][C:18]1[CH:23]=[CH:22][C:21](/[CH:24]=[CH:25]/[C:26](O)=[O:27])=[CH:20][CH:19]=1.Cl.CN(C)CCCN=C=NCC>CN(C)C1C=CN=CC=1.ClCCl>[F:15][C:16]([F:43])([C:29]1[CH:34]=[CH:33][C:32]([O:35][CH2:36][CH2:37][CH2:38][C:39]([F:42])([F:41])[F:40])=[CH:31][CH:30]=1)[O:17][C:18]1[CH:23]=[CH:22][C:21](/[CH:24]=[CH:25]/[C:26]([O:8][CH2:7][C:6]2[CH:5]=[C:4]([N+:1]([O-:3])=[O:2])[CH:11]=[C:10]([N+:12]([O-:14])=[O:13])[CH:9]=2)=[O:27])=[CH:20][CH:19]=1 |f:2.3|. Procedure details: 2.33 g (11.8 mmol) of 3,5-dinitrobenzylalcohol, 4.91 g (11.8 mmol) of (2E)-3-(4-{difluoro[4-(4,4,4-trifluorobutoxy)phenyl]methoxy}phenyl)prop-2-enoic acid, 144 mg (1.2 mmol) of 4-dimethylaminopyridine are dissolved in 30 mL of dichloromethane. 2.48 g (13.0 mmol) of N-(3-dimethylaminopropyl)-N′-ethylcarbodiimide hydrochloride (EDC hydrochloride) are added at 0° C. The solution is stirred for 1 h at 0° C. and allowed to stir at room temperature overnight. After 22 hours at room temperature, the re... The reactants are ClC=1C=C(C=CC1F)C(F)(F)F (3-chloro-4-fluorobenzotrifluoride), Cl (hydrochloric acid), [H-].[Na+] (sodium hydride), OC1=CC(=C(C(=O)O)C=C1)C (4-hydroxy-2-methylbenzoic acid), CN(C=O)C (N,N-dimethylformamide). Solvent: O (water). Yields the product CC1=C(C(=O)O)C=C(C=C1)OC1=C(C=C(C=C1)C(F)(F)F)Cl (2-methyl-5(2-chloro-4-trifluoromethylphenoxy)-benzoic acid). Procedure: A mixture of sodium hydride (2.3 g, 50% dispersion in mineral oil, prewashed with petroleum, b.p. 40°-60°) and 4-hydroxy-2-methylbenzoic acid (3.4 g) in dry N,N-dimethylformamide (30 ml) was stirred for thirty minutes, then treated with 3-chloro-4-fluorobenzotrifluoride (4.5 g). The mixture was heated at 130° for five hours, cooled, diluted with water, acidified with 2N hydrochloric acid and extracted with ethyl acetate. The extracts were washed with water and brine, dried and evaporated. The re... As a reaction SMILES: [H-].[Na+].O[C:4]1[CH:12]=[CH:11][C:7]([C:8]([OH:10])=[O:9])=[C:6]([CH3:13])[CH:5]=1.[Cl:14][C:15]1[CH:16]=[C:17]([C:22]([F:25])([F:24])[F:23])[CH:18]=[CH:19][C:20]=1F.Cl.CN(C)C=[O:30]>O>[CH3:13][C:6]1[CH:5]=[CH:4][C:12]([O:30][C:20]2[CH:19]=[CH:18][C:17]([C:22]([F:25])([F:24])[F:23])=[CH:16][C:15]=2[Cl:14])=[CH:11][C:7]=1[C:8]([OH:10])=[O:9] |f:0.1|. Reactants: O=C1CCC(=O)N1Br, COC(=O)Cc1cccc(C)c1, ClC(Cl)(Cl)Cl, CC(C)(C#N)N=NC(C)(C)C#N. The product is COC(=O)Cc1cccc(CBr)c1. Reaction SMILES: [Br:13][N:14]1[C:15](=[O:16])[CH2:17][CH2:18][C:19]1=[O:20].[CH3:1][O:2][C:3]([CH2:4][c:5]1[cH:6][c:7]([CH3:11])[cH:8][cH:9][cH:10]1)=[O:12].[Cl:33][C:34]([Cl:35])([Cl:36])[Cl:37].[N:21]#[C:22][C:23]([N:24]=[N:25][C:26]([C:27]#[N:28])([CH3:29])[CH3:30])([CH3:31])[CH3:32]>>[CH3:1][O:2][C:3]([CH2:4][c:5]1[cH:6][c:7]([CH2:11][Br:13])[cH:8][cH:9][cH:10]1)=[O:12].